From a dataset of the Open Reaction Database (ORD), a public repository of structured organic reaction records. describe an organic reaction: reactants, conditions, products, and yield The reactants are COc1cc(C=O)c(Br)cc1OCc1ccccc1, CCCC[Sn](CCCC)(CCCC)c1ccc(C(=O)OC)cc1OC, CC#N, [Cu]I. Product: COC(=O)c1ccc(-c2cc(OCc3ccccc3)c(OC)cc2C=O)c(OC)c1. Reaction SMILES: [CH2:26]([c:27]1[cH:28][cH:29][cH:30][cH:31][cH:32]1)[O:33][c:34]1[cH:35][c:36]([Br:44])[c:37]([CH:38]=[O:39])[cH:40][c:41]1[O:42][CH3:43].[CH3:1][O:2][C:3]([c:4]1[cH:5][c:6]([O:23][CH3:24])[c:7]([Sn:10]([CH2:11][CH2:12][CH2:13][CH3:14])([CH2:15][CH2:16][CH2:17][CH3:18])[CH2:19][CH2:20][CH2:21][CH3:22])[cH:8][cH:9]1)=[O:25].[CH3:45][C:46]#[N:47].[Cu:48][I:49]>>[CH3:1][O:2][C:3]([c:4]1[cH:5][c:6]([O:23][CH3:24])[c:7](-[c:36]2[cH:35][c:34]([O:33][CH2:26][c:27]3[cH:28][cH:29][cH:30][cH:31][cH:32]3)[c:41]([O:42][CH3:43])[cH:40][c:37]2[CH:38]=[O:39])[cH:8][cH:9]1)=[O:25].